Dataset: the Open Reaction Database (ORD), a public repository of structured organic reaction records. Task: describe an organic reaction: reactants, conditions, products, and yield Starting materials: FC1=C(C(=CC=C1N1CCN(CC1)C)[N+](=O)[O-])N (2-Fluoro-3-(4-methyl-piperazin-1-yl)-6-nitro-phenylamine), Cl.O(C)N (methoxylamine HCl), N1=CC=CC=C1 (pyridine). Solvent: C(C)O (ethanol). Reaction conditions: time 8 hour. Yields the product FC1=C(C(=CC=C1N1CCN(CC1)C)N)N (3-Fluoro-4-(4-methyl-piperazin-1-yl)-benzene-1,2-diamine). As a reaction SMILES: [F:1][C:2]1[C:7]([N:8]2[CH2:13][CH2:12][N:11]([CH3:14])[CH2:10][CH2:9]2)=[CH:6][CH:5]=[C:4]([N+:15]([O-])=O)[C:3]=1[NH2:18].Cl.O(N)C.N1C=CC=CC=1>C(O)C>[F:1][C:2]1[C:7]([N:8]2[CH2:13][CH2:12][N:11]([CH3:14])[CH2:10][CH2:9]2)=[CH:6][CH:5]=[C:4]([NH2:15])[C:3]=1[NH2:18] |f:1.2|. Reported procedure: A 25 mL round bottom flask was charged with a suspension of 1 (600 mg, 2.2 mmol), methoxylamine HCl (202 mg, 2.42 mmol), and pyridine (0.22 mL, 2.6 mmol) in ethanol (9 mL). The resulting reaction mixture was stirred at rt overnight. The crude product was concentrated, absorbed onto silica gel, and purified by flash chromatography (97:3 CH2Cl2/MeOH) to give 2 as an orange solid. LCMS m/z 303.2 (MH+), tR=2.40 mm. Reported procedure: To a 200 mL round bottomed flask with a stirring bar and a nitrogen inlet was added ethyl 4-(benzyl-3-methoxy-2-methoxyethoxyphenyl)-2,4-dioxobutyrate (1.48 g, 3.57 mmol), THF (30 mL), methanol (30 mL), and sodium hydroxide solution (18 mL of a 1 N solution in water, 18 mmol). This mixture was stirred 2 h at ambient temperature. The organic solvents were removed in vacuo and the aqueous residue was diluted with 30 mL of water. This solution was washed with ethyl ether (2×50 mL) then acidified wi... Reaction SMILES: [CH2:1]([C:8]1[CH:13]=[CH:12][C:11]([C:14](=[O:23])[CH2:15][C:16](=[O:22])[C:17]([O:19]CC)=[O:18])=[C:10]([O:24][CH2:25][CH2:26][O:27][CH3:28])[C:9]=1[O:29][CH3:30])[C:2]1[CH:7]=[CH:6][CH:5]=[CH:4][CH:3]=1.C1COCC1.CO.[OH-].[Na+]>O>[CH2:1]([C:8]1[CH:13]=[CH:12][C:11]([C:14](=[O:23])[CH2:15][C:16](=[O:22])[C:17]([OH:19])=[O:18])=[C:10]([O:24][CH2:25][CH2:26][O:27][CH3:28])[C:9]=1[O:29][CH3:30])[C:2]1[CH:7]=[CH:6][CH:5]=[CH:4][CH:3]=1 |f:3.4|. Run in O (water). Conditions: time 2 hour. Starting materials: C(C1=CC=CC=C1)C1=C(C(=C(C=C1)C(CC(C(=O)OCC)=O)=O)OCCOC)OC (ethyl 4-(benzyl-3-methoxy-2-methoxyethoxyphenyl)-2,4-dioxobutyrate), C1CCOC1 (THF), CO (methanol), [OH-].[Na+] (sodium hydroxide), solution. Product: C(C1=CC=CC=C1)C1=C(C(=C(C=C1)C(CC(C(=O)O)=O)=O)OCCOC)OC (4-(benzyl-3-methoxy-2-methoxyethoxyphenyl)-2,4-dioxobutyric acid). The reactants are ClCCl, [Cl-], Cc1cccc(C(=O)Cl)c1Cl, Cl, c1ccsc1. Product: Cc1cccc(C(=O)c2cccs2)c1Cl. RXN SMILES: [CH2:19]([Cl:20])[Cl:21].[Cl-:17].[Cl:1][c:2]1[c:3]([CH3:11])[cH:4][cH:5][cH:6][c:7]1[C:8](=[O:9])[Cl:10].[ClH:18].[cH:12]1[cH:13][cH:14][s:15][cH:16]1>>[Cl:1][c:2]1[c:3]([CH3:11])[cH:4][cH:5][cH:6][c:7]1[C:8](=[O:9])[c:14]1[cH:13][cH:12][cH:16][s:15]1. Starting materials: IC1=C(N)C=CC=C1 (2-iodoaniline), C(C)OC=C(C(=O)OCC)C(=O)OCC (diethyl ethoxymethylenemalonate). The solvent is C1(=CC=CC=C1)OC1=CC=CC=C1 (Diphenyl ether). Yields the product OC1=C(C=NC2=C(C=CC=C12)I)C(=O)OCC (ethyl 4-hydroxy-8-iodo-3-quinolinecarboxylate). Reaction SMILES: [I:1][C:2]1[CH:8]=[CH:7][CH:6]=[CH:5][C:3]=1[NH2:4].C([O:11][CH:12]=[C:13]([C:19](OCC)=O)[C:14]([O:16][CH2:17][CH3:18])=[O:15])C>C1(OC2C=CC=CC=2)C=CC=CC=1>[OH:11][C:12]1[C:5]2[C:3](=[C:2]([I:1])[CH:8]=[CH:7][CH:6]=2)[N:4]=[CH:19][C:13]=1[C:14]([O:16][CH2:17][CH3:18])=[O:15]. Reported procedure: A solution of 2-iodoaniline (8.22 g) and diethyl ethoxymethylenemalonate (8.00 mL) is heated at 130° C. for 1 h. The reaction is cooled to room temperature. Diphenyl ether (100 mL) is added and the reaction is heated at 250° C. for 1.25 h. The reaction is cooled to room temperature and the resulting solid is filtered, washed thoroughly with hexanes, and dried to give ethyl 4-hydroxy-8-iodo-3-quinolinecarboxylate (6.84 g). The reactants are C(C1=CC=CC=C1)Br (benzyl bromide), [OH-].[Na+] (sodium hydroxide), ClC=1C=C(C=C(C1)Cl)SC1=C(N=C(N1)COCC1=CC=C(C=C1)OC)C(C)C (5-(3,5-dichlorophenylthio)-4-isopropyl-2-(p-methoxybenzyloxymethyl)-1H-imidazole). The reagents and catalysts are [Br-].C(CCC)[N+](CCCC)(CCCC)CCCC (tetrabutylammonium bromide). Run in O1CCCC1 (tetrahydrofuran). Product: C(C1=CC=CC=C1)N1C(=NC(=C1SC1=CC(=CC(=C1)Cl)Cl)C(C)C)COCC1=CC=C(C=C1)OC (1-benzyl-5-(3,5-dichlorophenylthio)-4-isopropyl-2-(p-methoxybenzyloxymethyl)-1H-imidazole). Yield: 85.3%. As a reaction SMILES: [Cl:1][C:2]1[CH:3]=[C:4]([S:9][C:10]2[NH:14][C:13]([CH2:15][O:16][CH2:17][C:18]3[CH:23]=[CH:22][C:21]([O:24][CH3:25])=[CH:20][CH:19]=3)=[N:12][C:11]=2[CH:26]([CH3:28])[CH3:27])[CH:5]=[C:6]([Cl:8])[CH:7]=1.[CH2:29](Br)[C:30]1[CH:35]=[CH:34][CH:33]=[CH:32][CH:31]=1.[OH-].[Na+]>[Br-].C([N+](CCCC)(CCCC)CCCC)CCC.O1CCCC1>[CH2:29]([N:14]1[C:10]([S:9][C:4]2[CH:3]=[C:2]([Cl:1])[CH:7]=[C:6]([Cl:8])[CH:5]=2)=[C:11]([CH:26]([CH3:28])[CH3:27])[N:12]=[C:13]1[CH2:15][O:16][CH2:17][C:18]1[CH:23]=[CH:22][C:21]([O:24][CH3:25])=[CH:20][CH:19]=1)[C:30]1[CH:35]=[CH:34][CH:33]=[CH:32][CH:31]=1 |f:2.3,4.5|. Procedure details: (1)In 10 ml of dry tetrahydrofuran was dissolved 423 mg (1.00 mmol)of 5-(3,5-dichlorophenylthio)-4-isopropyl-2-(p-methoxybenzyloxymethyl)-1H-imidazole (16b), followed by addition of 205 mg (1.20 mmol)of benzyl bromide, 48 mg (1.2 mmol)of sodium hydroxide and 5 mg (0.015 mg)of tetrabutylammonium bromide at room temperature with stirring, and the mixture was stirred at the same temperature for 3 hours. This reaction mixture was concentrated under reduced pressure and the residue was diluted with w...